This data is from the Open Reaction Database (ORD), a public repository of structured organic reaction records. The task is: describe an organic reaction: reactants, conditions, products, and yield Reactants: crude product, Cl.C1(CCCCC1)N1C(C2(CC1)CNCCC2)=O (2-cyclohexyl-2,7-diazaspiro[4.5]decan-1-one hydrochloride), BrC1=C(C=CC=C1)F (1-bromo-2-fluorobenzene), CC(C)([O-])C.[Na+] (sodium tert-butoxide). Solvent: CS(=O)C (DMSO). Product: C1(CCCCC1)N1C(C2(CC1)CN(CCC2)C2=C(C=CC=C2)F)=O (2-Cyclohexyl-7-(2-fluorophenyl)-2,7-diazaspiro[4.5]decan-1-one). RXN SMILES: Cl.[CH:2]1([N:8]2[CH2:12][CH2:11][C:10]3([CH2:17][CH2:16][CH2:15][NH:14][CH2:13]3)[C:9]2=[O:18])[CH2:7][CH2:6][CH2:5][CH2:4][CH2:3]1.Br[C:20]1[CH:25]=[CH:24][CH:23]=[CH:22][C:21]=1[F:26].CC(C)([O-])C.[Na+]>CS(C)=O>[CH:2]1([N:8]2[CH2:12][CH2:11][C:10]3([CH2:17][CH2:16][CH2:15][N:14]([C:20]4[CH:25]=[CH:24][CH:23]=[CH:22][C:21]=4[F:26])[CH2:13]3)[C:9]2=[O:18])[CH2:3][CH2:4][CH2:5][CH2:6][CH2:7]1 |f:0.1,3.4|. Procedure details: A mixture of 2-cyclohexyl-2,7-diazaspiro[4.5]decan-1-one hydrochloride (0.025 g, 0.000092 mol), 1-bromo-2-fluorobenzene (0.032 g, 0.00018 mol), and sodium tert-butoxide (0.026 g, 0.00027 mol) in DMSO (0.5 mL) was microwave irradiated at 180° C. for 5 min. After cooling the reaction mixture to ambient temperature the crude product was purified by prep.-HPLC. LC-MS: 331.2 (M+H)+.